From a dataset of the Open Reaction Database (ORD), a public repository of structured organic reaction records. describe an organic reaction: reactants, conditions, products, and yield The reactants are C(CCC)[Li] (n-butyllithium), FC1=C(C(=C(C=C1F)F)F)C (2,3,5,6-tetrafluorotoluene), Cl (hydrochloric acid), C(=O)=O (carbon dioxide). The solvent is CCCCCC (n-hexane), C(C)OCC (diethyl ether). Run at temperature -70 celsius, time 1 hour. Yields the product FC1=C(C(=C(C(=C1F)C(=O)O)F)F)C (2,3,5,6-tetrafluoro-4-toluic acid). Reaction SMILES: [F:1][C:2]1[C:7]([F:8])=[CH:6][C:5]([F:9])=[C:4]([F:10])[C:3]=1[CH3:11].C([Li])CCC.[C:17](=[O:19])=[O:18].Cl>CCCCCC.C(OCC)C>[F:1][C:2]1[C:7]([F:8])=[C:6]([C:17]([OH:19])=[O:18])[C:5]([F:9])=[C:4]([F:10])[C:3]=1[CH3:11]. Procedure: The product of step (a) above (4.3 g) was mixed with diethyl ether (30 ml), the mixture cooled to -70° C., and maintained at this temperature whilst a solution of n-butyllithium in n-hexane (1.6 M, 16.4 ml) was slowly added. The mixture was stirred for a period of 1 hour during which time a fine white precipitate was formed. Dry carbon dioxide gas was then passed into the mixture for 30 minutes whilst the temperature was maintained within the range -70° to -40° C., and continued to be passed in ...